describe an organic reaction: reactants, conditions, products, and yield From a dataset of the Open Reaction Database (ORD), a public repository of structured organic reaction records. The reactants are C(C)(C)(C)OC(C(=O)OC)C=1C(=C2C(=NC1C)NC=C2)C=2C=C1CCCOC1=CC2 (methyl 2-(tert-butoxy)-2-(4-(chroman-6-yl)-6-methyl-1H-pyrrolo[2,3-b]pyridin-5-yl)acetate), BrCC1CCN(CC1)C(=O)OC(C)(C)C (tert-butyl 4-(bromomethyl)piperidine-1-carboxylate). The product is C(C)(C)(C)OC(C(=O)O)C=1C(=C2C(=NC1C)N(C=C2)CC2CCN(CC2)C(=O)OC(C)(C)C)C=2C=C1CCCOC1=CC2 (2-(tert-butoxy)-2-(1-((1-(tert-butoxycarbonyl)piperidin-4-yl)methyl)-4-(chroman-6-yl)-6-methyl-1H-pyrrolo[2,3-b]pyridin-5-yl)acetic acid). As a reaction SMILES: [C:1]([O:5][CH:6]([C:11]1[C:12]([C:21]2[CH:22]=[C:23]3[C:28](=[CH:29][CH:30]=2)[O:27][CH2:26][CH2:25][CH2:24]3)=[C:13]2[CH:20]=[CH:19][NH:18][C:14]2=[N:15][C:16]=1[CH3:17])[C:7]([O:9]C)=[O:8])([CH3:4])([CH3:3])[CH3:2].Br[CH2:32][CH:33]1[CH2:38][CH2:37][N:36]([C:39]([O:41][C:42]([CH3:45])([CH3:44])[CH3:43])=[O:40])[CH2:35][CH2:34]1>>[C:1]([O:5][CH:6]([C:11]1[C:12]([C:21]2[CH:22]=[C:23]3[C:28](=[CH:29][CH:30]=2)[O:27][CH2:26][CH2:25][CH2:24]3)=[C:13]2[CH:20]=[CH:19][N:18]([CH2:32][CH:33]3[CH2:38][CH2:37][N:36]([C:39]([O:41][C:42]([CH3:43])([CH3:45])[CH3:44])=[O:40])[CH2:35][CH2:34]3)[C:14]2=[N:15][C:16]=1[CH3:17])[C:7]([OH:9])=[O:8])([CH3:2])([CH3:3])[CH3:4]. Procedure: The title compound was prepared in a manner similar to that described in Example 27, Step H from methyl 2-(tert-butoxy)-2-(4-(chroman-6-yl)-6-methyl-1H-pyrrolo[2,3-b]pyridin-5-yl)acetate and tert-butyl 4-(bromomethyl)piperidine-1-carboxylate. 1H NMR (400 MHz, CHLOROFORM-d) δ ppm 7.48-7.42 (m, 1 H), 7.21-7.14 (m, 1 H), 7.12-7.08 (m, 1 H), 6.95 (dd, J=4.9, 8.4 Hz, 1 H), 6.33 (dd, 1 H), 5.53 (d, J=3.7 Hz, 1 H), 4.30 (t, J=5.2 Hz, 2 H), 4.13 (dd, J=7.0, 14.2 Hz, 3 H), 3.50 (s, 1 H), 2.98-2.77 (m, 5 ... The reactants are ClC=1OC(=CN1)C(=O)OCC (Ethyl 2-chlorooxazole-5-carboxylate), C[O-].[Na+] (Sodium methoxide). Solvent: CO (MeOH), CC#N (MeCN). Reaction conditions: time 8 hour. The product is O=C1OC(=CN1)C(=O)O (2-Oxo-2,3-dihydrooxazole-5-carboxylic acid). Reaction SMILES: Cl[C:2]1[O:3][C:4]([C:7]([O:9]CC)=[O:8])=[CH:5][N:6]=1.C[O-:13].[Na+]>CC#N.CO>[O:13]=[C:2]1[NH:6][CH:5]=[C:4]([C:7]([OH:9])=[O:8])[O:3]1 |f:1.2|. Reported procedure: Ethyl 2-chlorooxazole-5-carboxylate (1.816 g, 10.34 mmol) was solubilised in MeCN (20 ml) and MeOH (20 ml). Sodium methoxide (9 ml, 25% solution in MeOH, 41.4 mmol) was added and the reaction mixture was heated at reflux overnight. The solvent was removed under reduced pressure and the crude product was dissolved in MeOH (20 ml) and 2M NaOH(aq) (20 ml) and stirred at RT overnight. The resulting mixture was acidified with 1M HCl and evaporated under reduced pressure. The residue was triturated wi... Starting materials: C(C(O)C(O)C(=O)O)(=O)O (DL-Tartaric acid), C(CCCCCCCCC)N (n-decyl amine), amine, C(CCCCCCCCC)N (n-decyl amine), C(C(O)C(O)C(=O)O)(=O)O (DL-tartaric acid). Run in C1(=CC=CC=C1)C (toluene), C1(=CC=CC=C1)C (toluene). Reaction conditions: temperature 100 celsius. The product is C(CCCCCCCCC)N1C(C(O)C(O)C1=O)=O (N-Decyl DL-tartarimide). RXN SMILES: [CH2:1]([NH2:11])[CH2:2][CH2:3][CH2:4][CH2:5][CH2:6][CH2:7][CH2:8][CH2:9][CH3:10].[C:12](O)(=[O:20])[CH:13]([CH:15]([C:17](O)=[O:18])[OH:16])[OH:14]>C1(C)C=CC=CC=1>[CH2:1]([N:11]1[C:17](=[O:18])[CH:15]([OH:16])[CH:13]([OH:14])[C:12]1=[O:20])[CH2:2][CH2:3][CH2:4][CH2:5][CH2:6][CH2:7][CH2:8][CH2:9][CH3:10]. Procedure: N-Decyl DL-tartarimide was prepared by the reaction of n-decyl amine with DL-tartaric acid. DL-Tartaric acid (10.143 g, 67.579 mmole) and toluene (17.332 g) were weighed into a 250 mL 3-necked round-bottomed flask equipped with a teflon-coated magnetic stir bar. A Claisen adapter was placed in the center neck, a Dean-Stark trap was placed on top of the Claisen adapter, and a condenser was placed in the neck of the Dean-Stark trap. A nitrogen inlet adapter was placed on the condenser. In the left... The reactants are CC(C)([S@@](=O)N[C@@H](C=1C=C(C=CC1)P(OCC)(=O)C)C1=CC=CC=C1)C (Ethyl 3-((R)—((R)-1,1-dimethylethylsulfinamido)(phenyl)methyl)phenyl(methyl)phosphinate). The solvent is Cl.O1CCOCC1 (HCl dioxane). Run at time 2 hour. Product: N[C@@H](C=1C=C(C=CC1)P(OCC)(=O)C)C1=CC=CC=C1 (Ethyl 3-((R)-amino(phenyl)methyl)phenyl(methyl)phosphinate). Isolated yield 74.0%. RXN SMILES: CC(C)([S@]([NH:6][C@H:7]([C:20]1[CH:25]=[CH:24][CH:23]=[CH:22][CH:21]=1)[C:8]1[CH:9]=[C:10]([P:14]([CH3:19])(=[O:18])[O:15][CH2:16][CH3:17])[CH:11]=[CH:12][CH:13]=1)=O)C>Cl.O1CCOCC1>[NH2:6][C@H:7]([C:20]1[CH:21]=[CH:22][CH:23]=[CH:24][CH:25]=1)[C:8]1[CH:9]=[C:10]([P:14]([CH3:19])(=[O:18])[O:15][CH2:16][CH3:17])[CH:11]=[CH:12][CH:13]=1 |f:1.2|. Procedure details: Ethyl 3-((R)—((R)-1,1-dimethylethylsulfinamido)(phenyl)methyl)phenyl(methyl)phosphinate, 24-d, (15 g, 80% purity, 32.3 mmol) was dissolved in HCl/dioxane (70 ml, 4 mol/L) and the mixture was stirred at room temperature for 2 h. The mixture was concentrated under vacuum and the residue was dissolved with H2O (90 ml) and HCl (10 ml). The aqueous phase was extracted with EA (80 ml*5). The pH of the aqueous layer was adjusted to about pH=12 and extracted with EA (100 ml*3). The organic was dried ove... The reactants are C1=CC=C(C=C1)[P-]C2=CC=CC=C2.[K+].C1CCOC1 (potassium diphenylphosphide THF), FC1=C(C=CC=C1)C=1N[C@H]([C@@H](N1)C1=CC=CC=C1)C1=CC=CC=C1 (2-(2′-Fluorophenyl)-(4S,5S)-diphenyl-4,5-dihydroimidazole). The solvent is C1CCOC1 (THF). Product: C1(=CC=CC=C1)P(C1=C(C=CC=C1)C=1N[C@H]([C@@H](N1)C1=CC=CC=C1)C1=CC=CC=C1)C1=CC=CC=C1 (2-(2′-Diphenylphosphinophenyl)-(4S,5S)-diphenyl-4,5-dihydroimidazole). RXN SMILES: [CH:1]1[CH:6]=[CH:5][C:4]([P-:7][C:8]2[CH:13]=[CH:12][CH:11]=[CH:10][CH:9]=2)=[CH:3][CH:2]=1.[K+].C1COCC1.F[C:21]1[CH:26]=[CH:25][CH:24]=[CH:23][C:22]=1[C:27]1[NH:28][C@@H:29]([C:38]2[CH:43]=[CH:42][CH:41]=[CH:40][CH:39]=2)[C@H:30]([C:32]2[CH:37]=[CH:36][CH:35]=[CH:34][CH:33]=2)[N:31]=1>C1COCC1>[C:8]1([P:7]([C:4]2[CH:3]=[CH:2][CH:1]=[CH:6][CH:5]=2)[C:21]2[CH:26]=[CH:25][CH:24]=[CH:23][C:22]=2[C:27]2[NH:28][C@@H:29]([C:38]3[CH:43]=[CH:42][CH:41]=[CH:40][CH:39]=3)[C@H:30]([C:32]3[CH:37]=[CH:36][CH:35]=[CH:34][CH:33]=3)[N:31]=2)[CH:9]=[CH:10][CH:11]=[CH:12][CH:13]=1 |f:0.1.2|. Procedure details: 13.9 ml of 0.5M potassium diphenylphosphide/THF (6.95 mmol, 1.1 eq.) was heated to 60° in a thermostated oil bath. To this warm solution was then added a solution of 2.00 g fluoride 8 (6.32 mmol, 1 eq.) in 5 ml THF via syringe over 2 minutes. The resulting solution was then heated at reflux for 1 hour, cooled to room temperature and quenched by the addition of 10 ml water. The resulting mixture was extracted with methylene chloride (2×25 ml), dried (MgSO4), and the solvents removed in vacuo to g... Starting materials: CC(=O)OC(C)=O, CC1(C)CN(Cc2ccccc2)CCC1N, c1ccncc1. The product is CC(=O)NC1CCN(Cc2ccccc2)CC1(C)C. Reaction SMILES: [CH3:1][C:2]([O:3][C:5]([CH3:6])=[O:7])=[O:4].[NH2:8][CH:9]1[C:10]([CH3:22])([CH3:23])[CH2:11][N:12]([CH2:15][c:16]2[cH:17][cH:18][cH:19][cH:20][cH:21]2)[CH2:13][CH2:14]1.[cH:24]1[cH:25][cH:26][n:27][cH:28][cH:29]1>>[C:5]([CH3:6])(=[O:7])[NH:8][CH:9]1[C:10]([CH3:22])([CH3:23])[CH2:11][N:12]([CH2:15][c:16]2[cH:17][cH:18][cH:19][cH:20][cH:21]2)[CH2:13][CH2:14]1. The reactants are [Si](C)(C)(C(C)(C)C)ON=C1CCC2=CC(=CC=C12)[N+]#[C-] (5-isocyano-2,3-dihydroinden-1-one O-tert-butyldimethylsilyl oxime), solution, N1=C(C=NC=C1)N (Pyrazin-2-amine), C(=O)C1=CC=C(OCC(=O)NC)C=C1 (2-(4-formylphenoxy)-N-methylacetamide). The reagents and catalysts are C(F)(F)(F)S(=O)(=O)[O-].C(F)(F)(F)S(=O)(=O)[O-].C(F)(F)(F)S(=O)(=O)[O-].[Sc+3] (Sc(OTf)3). Solvent: C(Cl)Cl.CO (DCM MeOH), C(Cl)Cl.CO (DCM MeOH). Reaction conditions: time 18 hour. The product is ON=C1CCC2=CC(=CC=C12)NC1=C(N=C2N1C=CN=C2)C2=CC=C(OCC(=O)NC)C=C2 (2-(4-(3-(1-(hydroxyimino)-2,3-dihydro-1H-inden-5-ylamino)imidazo[1,2-a]pyrazin-2-yl)phenoxy)-N-methylacetamide). Reaction SMILES: [N:1]1[CH:6]=[CH:5][N:4]=[CH:3][C:2]=1[NH2:7].[CH:8]([C:10]1[CH:21]=[CH:20][C:13]([O:14][CH2:15][C:16]([NH:18][CH3:19])=[O:17])=[CH:12][CH:11]=1)=O.[Si]([O:29][N:30]=[C:31]1[C:39]2[C:34](=[CH:35][C:36]([N+:40]#[C-:41])=[CH:37][CH:38]=2)[CH2:33][CH2:32]1)(C(C)(C)C)(C)C>C(Cl)Cl.CO.C(S([O-])(=O)=O)(F)(F)F.C(S([O-])(=O)=O)(F)(F)F.C(S([O-])(=O)=O)(F)(F)F.[Sc+3]>[OH:29][N:30]=[C:31]1[C:39]2[C:34](=[CH:35][C:36]([NH:40][C:41]3[N:1]4[CH:6]=[CH:5][N:4]=[CH:3][C:2]4=[N:7][C:8]=3[C:10]3[CH:21]=[CH:20][C:13]([O:14][CH2:15][C:16]([NH:18][CH3:19])=[O:17])=[CH:12][CH:11]=3)=[CH:37][CH:38]=2)[CH2:33][CH2:32]1 |f:3.4,5.6.7.8|. Reported procedure: A mixture of pyrazin-2-amine (12) (1.1 eq.), 2-(4-formylphenoxy)-N-methylacetamide (9) (1.1 eq.) and a catalytic amount of Sc(OTf)3 was stirred in 2 mL of 1:1 DCM/MeOH at room temperature for 30 minutes. To this was added 5-isocyano-2,3-dihydroinden-1-one O-tert-butyldimethylsilyl oxime (1 eq.) as a 2 mL solution in 1:1 DCM/MeOH and the mixture was stirred at room temperature for 18 hours. The reaction mixture was then concentrated under vacuum and the residue taken up in EtOAc (with a small amo...